The task is: describe an organic reaction: reactants, conditions, products, and yield. This data is from the Open Reaction Database (ORD), a public repository of structured organic reaction records. Reactants: ClC=1C(=NC(=NC1)NC1=C(C=C(C(=C1)C)C1CCN(CC1)S(=O)(=O)CCCCl)C)NC1=NNC(=C1)C (5-chloro-N2-(4-(1-(3-chloropropylsulfonyl)piperidin-4-yl)-2,5-dimethylphenyl)-N4-(5-methyl-1H-pyrazol-3-yl)pyrimidine-2,4-diamine), N1CCOCC1 (morpholine). Product: ClC=1C(=NC(=NC1)NC1=C(C=C(C(=C1)C)C1CCN(CC1)S(=O)(=O)CCCN1CCOCC1)C)NC1=NNC(=C1)C (5-Chloro-N2-(2,5-dimethyl-4-(1-(3-morpholinopropylsulfonyl)piperidin-4-yl)phenyl)-N4-(5-methyl-1H-pyrazol-3-yl)pyrimidine-2,4-diamine). Reaction SMILES: [Cl:1][C:2]1[C:3]([NH:30][C:31]2[CH:35]=[C:34]([CH3:36])[NH:33][N:32]=2)=[N:4][C:5]([NH:8][C:9]2[CH:14]=[C:13]([CH3:15])[C:12]([CH:16]3[CH2:21][CH2:20][N:19]([S:22]([CH2:25][CH2:26][CH2:27]Cl)(=[O:24])=[O:23])[CH2:18][CH2:17]3)=[CH:11][C:10]=2[CH3:29])=[N:6][CH:7]=1.[NH:37]1[CH2:42][CH2:41][O:40][CH2:39][CH2:38]1>>[Cl:1][C:2]1[C:3]([NH:30][C:31]2[CH:35]=[C:34]([CH3:36])[NH:33][N:32]=2)=[N:4][C:5]([NH:8][C:9]2[CH:14]=[C:13]([CH3:15])[C:12]([CH:16]3[CH2:21][CH2:20][N:19]([S:22]([CH2:25][CH2:26][CH2:27][N:37]4[CH2:42][CH2:41][O:40][CH2:39][CH2:38]4)(=[O:24])=[O:23])[CH2:18][CH2:17]3)=[CH:11][C:10]=2[CH3:29])=[N:6][CH:7]=1. Reported procedure: The product from Step 1 was stirred in neat morpholine (0.5 mL) at 100° C. in a sealed vial for one hour. The reaction was purified by RP-HPLC to give 5-Chloro-N2-(2,5-dimethyl-4-(1-(3-morpholinopropylsulfonyl)piperidin-4-yl)phenyl)-N4-(5-methyl-1H-pyrazol-3-yl)pyrimidine-2,4-diamine as a white powder; ESMS m/z 603.2 (M+H+). The reactants are COC(=O)CCC(C)C(=O)Cl, O=C([O-])[O-], ClCCl, COC(=O)C1CCc2ccccc2N1, [K+], [K+], O. The product is COC(=O)CCC(C)C(=O)N1c2ccccc2CCC1C(=O)OC. Reaction SMILES: [C:15](=[O:16])([O:17][CH3:18])[CH2:19][CH2:20][CH:21]([C:22](=[O:23])[Cl:24])[CH3:25].[C:26](=[O:27])([O-:28])[O-:29].[CH2:32]([Cl:33])[Cl:34].[CH3:1][O:2][C:3](=[O:4])[CH:5]1[NH:6][c:7]2[cH:8][cH:9][cH:10][cH:11][c:12]2[CH2:13][CH2:14]1.[K+:30].[K+:31].[OH2:35]>>[CH3:1][O:2][C:3](=[O:4])[CH:5]1[N:6]([C:22]([CH:21]([CH2:20][CH2:19][C:15](=[O:16])[O:17][CH3:18])[CH3:25])=[O:23])[c:7]2[cH:8][cH:9][cH:10][cH:11][c:12]2[CH2:13][CH2:14]1. Starting materials: C(C)(=O)[O-].[Na+] (sodium acetate), NOS(=O)(=O)O (hydroxylamine-O-sulfonic acid), stainless steel, C(CCC)[Li] (Butyllithium), S(=O)=O (sulfur dioxide), CC1=C(C(=NO1)C1=CC=C(C=C1)Br)C1=CC=CC=C1 (4-[5-Methyl-4-phenylisoxazol-3-yl]bromobenzene). Run in O (water), O1CCCC1 (tetrahydrofuran). Conditions: temperature -78 celsius, time 0.5 hour. Product: CC1=C(C(=NO1)C1=CC=C(C=C1)S(=O)(=O)N)C1=CC=CC=C1 (4-[5-Methyl-4-phenylisoxazol-3-yl]benzenesulfonamide). Reaction SMILES: [CH3:1][C:2]1[O:6][N:5]=[C:4]([C:7]2[CH:12]=[CH:11][C:10](Br)=[CH:9][CH:8]=2)[C:3]=1[C:14]1[CH:19]=[CH:18][CH:17]=[CH:16][CH:15]=1.C([Li])CCC.[S:25](=[O:27])=[O:26].C([O-])(=O)C.[Na+].[NH2:33]OS(O)(=O)=O>O.O1CCCC1>[CH3:1][C:2]1[O:6][N:5]=[C:4]([C:7]2[CH:12]=[CH:11][C:10]([S:25]([NH2:33])(=[O:27])=[O:26])=[CH:9][CH:8]=2)[C:3]=1[C:14]1[CH:19]=[CH:18][CH:17]=[CH:16][CH:15]=1 |f:3.4|. Reported procedure: 4-[5-Methyl-4-phenylisoxazol-3-yl]bromobenzene from Step 3 (1.73 g, 5.5 mmol) and tetrahydrofuran (100 mL) were stirred at -78° C. under nitrogen. Butyllithium (1.6M in hexanes, 4.1 mL, 6.6 mmol) was added dropwise, maintaining the temperature below -60° C. After stirring at -78° C. for 0.5 hour, sulfur dioxide gas was passed through a stainless steel needle above the surface of the solution. After 1 minute, the solution changed color from orange to clear, and after 10 minutes pH paper indicated... Reactants: CC1=NN(C(=C1C1=CC=CC=C1)C)C1=CC=C(C=C1)CCNC(OC1=CC=CC=C1)=O (Phenyl 2-[4-(3,5-dimethyl-4-phenyl-1H-pyrazol-1-yl)phenyl]ethylcarbamate), C1(=CC(=CC=C1)S(=O)(=O)N)S(=O)(=O)N (1,3-benzenedisulfonamide). Yields the product CC1=NN(C(=C1C1=CC=CC=C1)C)C1=CC=C(C=C1)CCNC(=O)NS(=O)(=O)C1=CC(=CC=C1)S(=O)(=O)N (N-[({2-[4-(3,5-Dimethyl-4-phenyl-1H-pyrazol-1-yl)phenyl]ethyl}amino) carbonyl]-1,3-benzenedisulfonamide). RXN SMILES: [CH3:1][C:2]1[C:6]([C:7]2[CH:12]=[CH:11][CH:10]=[CH:9][CH:8]=2)=[C:5]([CH3:13])[N:4]([C:14]2[CH:19]=[CH:18][C:17]([CH2:20][CH2:21][NH:22][C:23](=[O:31])OC3C=CC=CC=3)=[CH:16][CH:15]=2)[N:3]=1.[C:32]1([S:42]([NH2:45])(=[O:44])=[O:43])[CH:37]=[CH:36][CH:35]=[C:34]([S:38]([NH2:41])(=[O:40])=[O:39])[CH:33]=1>>[CH3:1][C:2]1[C:6]([C:7]2[CH:12]=[CH:11][CH:10]=[CH:9][CH:8]=2)=[C:5]([CH3:13])[N:4]([C:14]2[CH:19]=[CH:18][C:17]([CH2:20][CH2:21][NH:22][C:23]([NH:45][S:42]([C:32]3[CH:37]=[CH:36][CH:35]=[C:34]([S:38]([NH2:41])(=[O:40])=[O:39])[CH:33]=3)(=[O:44])=[O:43])=[O:31])=[CH:16][CH:15]=2)[N:3]=1. Procedure details: The title compound was prepared according to the procedure described in step 1 of Example 42 from phenyl 2-[4-(3,5-dimethyl-4-phenyl-1H-pyrazol-1-yl)phenyl]ethylcarbamate (step 1 of Example 22) and 1,3-benzenedisulfonamide: 1H-NMR (CDCl3) δ 8.47 (1H, s), 8.05-7.95 (2H, m), 7.52-7.09 (10H, m), 6.27 (1H, br.s), 3.37-3.28 (2H, m), 2.75-2.64 (2H, m), 2.17 (3H, s), 2.13 (3H, s). Starting materials: CO, Cl, [Na+], C1CCOC1, c1ccc(NCc2ccc(C3OCCO3)cc2)cc1, O=C([O-])O. Product: O=Cc1ccc(CNc2ccccc2)cc1. RXN SMILES: [CH3:1][OH:2].[ClH:22].[Na+:23].[O:28]1[CH2:29][CH2:30][CH2:31][CH2:32]1.[O:3]1[CH:4]([c:8]2[cH:9][cH:10][c:11]([CH2:12][NH:13][c:14]3[cH:15][cH:16][cH:17][cH:18][cH:19]3)[cH:20][cH:21]2)[O:7][CH2:6][CH2:5]1.[OH:24][C:25](=[O:26])[O-:27]>>[O:3]=[CH:4][c:8]1[cH:9][cH:10][c:11]([CH2:12][NH:13][c:14]2[cH:15][cH:16][cH:17][cH:18][cH:19]2)[cH:20][cH:21]1. Reactants: C(#N)C1=CC=C(C=C1)CCC(=O)N (4-cyanobenzenepropanamide), Cl (hydrochloric acid). The reagents and catalysts are [Pd] (palladium). Run in C(C)OCC (diethylether). The product is NC(=O)CCC1=CC=C(C=C1)CN (4-(2-(Aminocarbonyl)ethyl]benzenemethanamine). The yield is 88.0%. As a reaction SMILES: [C:1]([C:3]1[CH:8]=[CH:7][C:6]([CH2:9][CH2:10][C:11]([NH2:13])=[O:12])=[CH:5][CH:4]=1)#[N:2].Cl>[Pd].C(OCC)C>[NH2:13][C:11]([CH2:10][CH2:9][C:6]1[CH:7]=[CH:8][C:3]([CH2:1][NH2:2])=[CH:4][CH:5]=1)=[O:12]. Procedure details: Prepared analogously to Example 43b) from 4-cyanobenzenepropanamide by catalytic hydrogenation using palladium/activated charcoal and in the presence of 1 equivalent of 2N hydrochloric acid in a yield of 88% of theory. Colourless crystals (diethylether).